From a dataset of the Open Reaction Database (ORD), a public repository of structured organic reaction records. describe an organic reaction: reactants, conditions, products, and yield Reactants: [SH-].[Na+] (sodium hydrosulfide), 45.2, CC1=C(C=CC=C1)[N+]([O-])=NC1=C(C=CC=C1)C (2,2'-dimethylazoxybenzene), CO (methanol). Run at temperature 75 celsius. Yields the product 35.6, CN(NC1=CC=CC=C1)C1=C(C=CC=C1)C (2,2'-dimethylhydrazobenzene). The yield is 84.0%. RXN SMILES: [SH-].[Na+].[CH3:3][C:4]1[CH:9]=[CH:8][CH:7]=[CH:6][C:5]=1[N+:10](=[N:12][C:13]1[CH:18]=[CH:17][CH:16]=[CH:15][C:14]=1C)[O-].[CH3:20]O>>[CH3:20][N:10]([C:5]1[CH:6]=[CH:7][CH:8]=[CH:9][C:4]=1[CH3:3])[NH:12][C:13]1[CH:18]=[CH:17][CH:16]=[CH:15][CH:14]=1 |f:0.1|. Reported procedure: 90 Parts of an aqueous solution of technical sodium hydrosulfide (35 percent NaHS, 10 percent Na2S2O3) were added to a mixture of 45.2 parts of 2,2'-dimethylazoxybenzene in 150 parts methanol at 70° C to 75° C. Subsequently, the reaction mixture was refluxed at 75° C for 4 hours with pH kept between 9 and 9.4. Thereafter, the reaction mixture was cooled down to 0° C to 5° C, and the resulting precipitate filtered off and washed with water until alkali-free. The press-cake was dried below 70° C. ... Starting materials: O=C([O-])O, CCN(CC)S(F)(F)F, ClC(Cl)Cl, Cc1cc2c(cc1C(=O)N1CCc3cc(Cl)ccc31)[nH]c(=O)c1cnc(C3CCC(O)CC3)n12, ClCCl, [Na+]. Product: Cc1cc2c(cc1C(=O)N1CCc3cc(Cl)ccc31)[nH]c(=O)c1cnc(C3CC=CCC3)n12. RXN SMILES: [C:47](=[O:48])([O-:49])[OH:50].[CH2:38]([N:39]([S:40]([F:41])([F:42])[F:43])[CH2:44][CH3:45])[CH3:46].[CH:52]([Cl:53])([Cl:54])[Cl:55].[Cl:1][c:2]1[cH:3][c:4]2[c:8]([cH:9][cH:10]1)[N:7]([C:11](=[O:12])[c:13]1[cH:14][c:15]3[nH:16][c:17](=[O:34])[c:18]4[n:19]([c:20]3[cH:21][c:22]1[CH3:23])[c:24]([CH:27]1[CH2:28][CH2:29][CH:30]([OH:33])[CH2:31][CH2:32]1)[n:25][cH:26]4)[CH2:6][CH2:5]2.[Cl:35][CH2:36][Cl:37].[Na+:51]>>[Cl:1][c:2]1[cH:3][c:4]2[c:8]([cH:9][cH:10]1)[N:7]([C:11](=[O:12])[c:13]1[cH:14][c:15]3[nH:16][c:17](=[O:34])[c:18]4[n:19]([c:20]3[cH:21][c:22]1[CH3:23])[c:24]([CH:27]1[CH2:28][CH:29]=[CH:30][CH2:31][CH2:32]1)[n:25][cH:26]4)[CH2:6][CH2:5]2. The reactants are Cc1cc(C)c(CSc2cccc[n+]2[O-])c(C)c1, CCO, ClC(Cl)Cl, O=C(OO)c1cccc(Cl)c1. Yields the product Cc1cc(C)c(CS(=O)c2cccc[n+]2[O-])c(C)c1. As a reaction SMILES: [CH3:1][c:2]1[c:3]([CH2:4][S:5][c:6]2[n+:7]([O-:12])[cH:8][cH:9][cH:10][cH:11]2)[c:13]([CH3:18])[cH:14][c:15]([CH3:17])[cH:16]1.[CH3:30][CH2:31][OH:32].[CH:33]([Cl:34])([Cl:35])[Cl:36].[Cl:19][c:20]1[cH:21][cH:22][cH:23][c:24]([C:25]([O:26][OH:28])=[O:27])[cH:29]1>>[CH3:1][c:2]1[c:3]([CH2:4][S:5]([c:6]2[n+:7]([O-:12])[cH:8][cH:9][cH:10][cH:11]2)=[O:27])[c:13]([CH3:18])[cH:14][c:15]([CH3:17])[cH:16]1. Reactants: BrC1=NNC=2N=CC=3CN(CCC3C21)C(=O)OC(C)(C)C (tert-butyl 1-bromo-8,9-dihydro-3H-pyrazolo[3,4-c][2,7]naphthyridine-7(6H)-carboxylate), FC(C(=O)O)(F)F (trifluoroacetic acid), C1(=CC=CC=C1)C (toluene). Run in O1CCOCC1 (1,4-dioxane). Reaction conditions: time 30 minute. The product is crude product, FC(C(=O)[O-])(F)F.BrC1=NNC=2N=CC=3C[NH2+]CCC3C21 (1-bromo-6,7,8,9-tetrahydro-3H-pyrazolo[3,4-c][2,7]naphthyridin-7-ium 2,2,2-trifluoroacetate). Reaction SMILES: [Br:1][C:2]1[C:14]2[C:13]3[CH2:12][CH2:11][N:10](C(OC(C)(C)C)=O)[CH2:9][C:8]=3[CH:7]=[N:6][C:5]=2[NH:4][N:3]=1.[F:22][C:23]([F:28])([F:27])[C:24]([OH:26])=[O:25].C1(C)C=CC=CC=1>O1CCOCC1>[F:22][C:23]([F:28])([F:27])[C:24]([O-:26])=[O:25].[Br:1][C:2]1[C:14]2[C:13]3[CH2:12][CH2:11][NH2+:10][CH2:9][C:8]=3[CH:7]=[N:6][C:5]=2[NH:4][N:3]=1 |f:4.5|. Procedure details: To tert-butyl 1-bromo-8,9-dihydro-3H-pyrazolo[3,4-c][2,7]naphthyridine-7(6H)-carboxylate (0.23 g, 0.43 mmol) was added trifluoroacetic acid (2 mL). The reaction mixture was stirred at room temperature for 30 minutes. On completion of the reaction, toluene (3 mL) and 1,4-dioxane (2 mL) were added and the solvents removed under reduced pressure. The crude product, 1-bromo-6,7,8,9-tetrahydro-3H-pyrazolo[3,4-c][2,7]naphthyridin-7-ium 2,2,2-trifluoroacetate was obtained as brown foam and was used in ... Starting materials: CO, CCCCCC(C)(O)C=CC1CCC(=O)C1CC=CCCCC(=O)O. As a reaction SMILES: [CH3:26][OH:27].[OH:1][C:2]([CH:3]=[CH:4][CH:5]1[CH:6]([CH2:11][CH:12]=[CH:13][CH2:14][CH2:15][CH2:16][C:17](=[O:18])[OH:19])[C:7](=[O:10])[CH2:8][CH2:9]1)([CH2:20][CH2:21][CH2:22][CH2:23][CH3:24])[CH3:25]>>[OH:1][C:2]([CH:3]=[CH:4][CH:5]1[CH:6]([CH2:11][CH:12]=[CH:13][CH2:14][CH2:15][CH2:16][C:17](=[O:18])[O:19][CH3:26])[C:7](=[O:10])[CH2:8][CH2:9]1)([CH2:20][CH2:21][CH2:22][CH2:23][CH3:24])[CH3:25]. Product: CCCCCC(C)(O)C=CC1CCC(=O)C1CC=CCCCC(=O)OC.